This data is from the Open Reaction Database (ORD), a public repository of structured organic reaction records. The task is: describe an organic reaction: reactants, conditions, products, and yield Starting materials: C1CCOC1, [Li]CCCC, CCOCC, C[Si](C)(C)c1cccs1, Clc1ccnc(Cl)n1, c1ccc(P(c2ccccc2)(c2ccccc2)[Pd](P(c2ccccc2)(c2ccccc2)c2ccccc2)(P(c2ccccc2)(c2ccccc2)c2ccccc2)P(c2ccccc2)(c2ccccc2)c2ccccc2)cc1. Product: C[Si](C)(C)c1ccc(-c2ccnc(Cl)n2)s1. Reaction SMILES: [CH2:23]1[O:24][CH2:25][CH2:26][CH2:27]1.[CH3:1][CH2:2][CH2:3][CH2:4][Li:5].[CH3:28][CH2:29][O:30][CH2:31][CH3:32].[CH3:6][Si:7]([c:8]1[s:9][cH:10][cH:11][cH:12]1)([CH3:13])[CH3:14].[Cl:15][c:16]1[n:17][cH:18][cH:19][c:20]([Cl:22])[n:21]1.[cH:33]1[cH:34][cH:35][c:36]([P:37]([Pd:38]([P:39]([c:40]2[cH:41][cH:42][cH:43][cH:44][cH:45]2)([c:46]2[cH:47][cH:48][cH:49][cH:50][cH:51]2)[c:52]2[cH:53][cH:54][cH:55][cH:56][cH:57]2)([P:58]([c:59]2[cH:60][cH:61][cH:62][cH:63][cH:64]2)([c:65]2[cH:66][cH:67][cH:68][cH:69][cH:70]2)[c:71]2[cH:72][cH:73][cH:74][cH:75][cH:76]2)[P:77]([c:78]2[cH:79][cH:80][cH:81][cH:82][cH:83]2)([c:84]2[cH:85][cH:86][cH:87][cH:88][cH:89]2)[c:90]2[cH:91][cH:92][cH:93][cH:94][cH:95]2)([c:96]2[cH:97][cH:98][cH:99][cH:100][cH:101]2)[c:102]2[cH:103][cH:104][cH:105][cH:106][cH:107]2)[cH:108][cH:109]1>>[CH3:6][Si:7]([c:8]1[s:9][c:10](-[c:20]2[cH:19][cH:18][n:17][c:16]([Cl:15])[n:21]2)[cH:11][cH:12]1)([CH3:13])[CH3:14]. RXN SMILES: [CH:1]1[CH:6]=[CH:5][C:4](/[CH:7]=[CH:8]/[CH2:9][O:10][C@@H:11]2[O:16][C@H:15]([CH2:17][OH:18])[C@@H:14]([OH:19])[C@H:13]([OH:20])[C@H:12]2[OH:21])=[CH:3][CH:2]=1.[CH2:22]1[CH:26]2[CH:27]3[CH:31]=[CH:30][CH:29]([CH:25]2[CH:24]=[CH:23]1)[CH2:28]3>>[CH:1]1[CH:2]=[CH:3][C:4](/[CH:7]=[CH:8]/[CH2:9][O:10][C@@H:11]2[O:16][C@H:15]([CH2:17][OH:18])[C@@H:14]([OH:19])[C@H:13]([OH:20])[C@H:12]2[OH:21])=[CH:5][CH:6]=1.[CH2:22]1[CH:26]2[CH:27]3[CH:31]=[CH:30][CH:29]([CH:25]2[CH:24]=[CH:23]1)[CH2:28]3 |f:2.3|. Reactants: C1=CC=C(C=C1)/C=C/CO[C@H]2[C@@H]([C@H]([C@@H]([C@H](O2)CO)O)O)O (rosin), C1C=CC2C1C3CC2C=C3 (dicyclopentadiene). Procedure details: Proportions of phenolic-modified rosin (from Example 1) and dicyclopentadiene, as indicated in Table II, were charged into a one-liter autoclave reactor. The charged autoclave was purged with nitrogen and sealed. The reaction mixture was heated to 260° C. within 60 minutes and maintained at 260° C. for six hours. The reactor then was vented carefully, and the molten resin poured into an aluminum pan and allowed to cool. Yields the product C1=CC=C(C=C1)/C=C/CO[C@H]2[C@@H]([C@H]([C@@H]([C@H](O2)CO)O)O)O.C1C=CC2C1C3CC2C=C3 (Rosin Dicyclopentadiene). Conditions: temperature 260 celsius.